This data is from the Open Reaction Database (ORD), a public repository of structured organic reaction records. The task is: describe an organic reaction: reactants, conditions, products, and yield Starting materials: BrC1=NC=CC=C1 (2-Bromopyridine), ClCCl (dichloromethane), [Cl-].C(C(C)(C)C)[Zn+] (neopentylzinc chloride), [Cl-].[NH4+] (ammonium chloride). The reagents and catalysts are C1=CC=C(C=C1)P([C-]2C=CC=C2)C3=CC=CC=C3.C1=CC=C(C=C1)P([C-]2C=CC=C2)C3=CC=CC=C3.Cl[Pd]Cl.[Fe+2] ([1,1′-bis(diphenylphosphino)ferrocene]dichloropalladium(II)). Yields the product C(C(C)(C)C)C1=NC=CC=C1 (2-neopentylpyridine). As a reaction SMILES: Br[C:2]1[CH:7]=[CH:6][CH:5]=[CH:4][N:3]=1.ClCCl.[Cl-].[CH2:12]([Zn+])[C:13]([CH3:16])([CH3:15])[CH3:14].[Cl-].[NH4+]>C1C=CC(P(C2C=CC=CC=2)[C-]2C=CC=C2)=CC=1.C1C=CC(P(C2C=CC=CC=2)[C-]2C=CC=C2)=CC=1.Cl[Pd]Cl.[Fe+2]>[CH2:12]([C:2]1[CH:7]=[CH:6][CH:5]=[CH:4][N:3]=1)[C:13]([CH3:16])([CH3:15])[CH3:14] |f:2.3,4.5,6.7.8.9|. Procedure: 2-Bromopyridine (Aldrich, 0.48 mL, 5.0 mmol) and [1,1′-bis(diphenylphosphino)ferrocene]dichloropalladium(II), complex with dichloromethane (1:1) (Aldrich, 200 mg, 0.25 mmol) were added to the neopentylzinc chloride suspension. The resulting suspension was stirred at rt for 21 h, whereupon saturated ammonium chloride solution (25 mL) was added. The mixture was extracted with ethyl acetate (3×). The combined organic extracts were dried (Na2SO4), filtered and concentrated under reduced pressure. Th...